This data is from the Open Reaction Database (ORD), a public repository of structured organic reaction records. The task is: describe an organic reaction: reactants, conditions, products, and yield As a reaction SMILES: [CH2:1]([O:3][C:4](=[O:2])[c:5]1[cH:6][cH:7][c:8]([N:11]2[CH2:12][CH:13]([CH3:18])[O:14][CH:15]([CH3:17])[CH2:16]2)[cH:9][cH:10]1)[CH3:19].[CH3:20][OH:21].[CH3:30][CH2:31][O:32][C:33](=[O:34])[CH3:35].[NH2:28][NH2:29].[O:22]1[CH2:23][CH2:24][CH2:25][CH2:26]1.[OH2:27].[OH2:36]>>[O:3]=[C:4]([c:5]1[cH:6][cH:7][c:8]([N:11]2[CH2:12][CH:13]([CH3:18])[O:14][CH:15]([CH3:17])[CH2:16]2)[cH:9][cH:10]1)[NH:28][NH2:29]. Yields the product CC1CN(c2ccc(C(=O)NN)cc2)CC(C)O1. The reactants are CCOC(=O)c1ccc(N2CC(C)OC(C)C2)cc1, CO, CCOC(C)=O, NN, C1CCOC1, O, O. Run in CN(C)C=O (DMF), O (water). Run at time 8 hour. Reaction SMILES: CCN(C(C)C)C(C)C.[Cl:10][C:11]1[CH:19]=[C:18]([F:20])[CH:17]=[CH:16][C:12]=1[C:13]([OH:15])=O.C1C=CC2N(O)N=NC=2C=1.CCN=C=NCCCN(C)C.Cl.[O:43]=[C:44]([N:61]1[CH2:66][CH2:65][NH:64][CH2:63][CH2:62]1)[CH2:45][NH:46][C:47]([C:49]1[CH:54]=[CH:53][C:52]([C:55]2[CH:60]=[CH:59][CH:58]=[CH:57][CH:56]=2)=[CH:51][CH:50]=1)=[O:48]>CN(C=O)C.O>[Cl:10][C:11]1[CH:19]=[C:18]([F:20])[CH:17]=[CH:16][C:12]=1[C:13]([N:64]1[CH2:63][CH2:62][N:61]([C:44](=[O:43])[CH2:45][NH:46][C:47]([C:49]2[CH:54]=[CH:53][C:52]([C:55]3[CH:60]=[CH:59][CH:58]=[CH:57][CH:56]=3)=[CH:51][CH:50]=2)=[O:48])[CH2:66][CH2:65]1)=[O:15] |f:3.4|. Procedure details: DIPEA (149.8 mg, 1.15 mmol) was added to a stirred solution of 2-chloro-4-fluoro-benzoic acid (44.9 mg, 0.26 mmol) in DMF (3 mL), HOBt (38.2 mg, 0.28 mmol) and EDCI.HCl (123.4 mg, 0.64 mmol) at room temperature. After 2 minutes biphenyl-4-carboxylicacid (2-oxo-2-piperazin-1-yl-ethyl)-amide (100 mg, 0.31 mmol) was added and the resulting mixture was stirred at room temperature overnight. Cold water was then added, and the resulting precipitate was filtered. The residue was purified by column chro... Isolated yield 20.8%. Product: ClC1=C(C(=O)N2CCN(CC2)C(CNC(=O)C2=CC=C(C=C2)C2=CC=CC=C2)=O)C=CC(=C1)F (biphenyl-4-carboxylicacid {2-[4-(2-chloro-4-fluoro-benzoyl)-piperazin-1-yl]-2-oxo-ethyl}-amide). Starting materials: CCN(C(C)C)C(C)C (DIPEA), ClC1=C(C(=O)O)C=CC(=C1)F (2-chloro-4-fluoro-benzoic acid), C=1C=CC2=C(C1)N=NN2O (HOBt), CCN=C=NCCCN(C)C.Cl (EDCI.HCl), O=C(CNC(=O)C1=CC=C(C=C1)C1=CC=CC=C1)N1CCNCC1 (biphenyl-4-carboxylicacid (2-oxo-2-piperazin-1-yl-ethyl)-amide).